This data is from the Open Reaction Database (ORD), a public repository of structured organic reaction records. The task is: describe an organic reaction: reactants, conditions, products, and yield Starting materials: C1N(CC2C1CNC2)C2=NC=C(C=N2)C(=O)OCC (ethyl 2-hexahydropyrrolo[3,4-c]pyrrol-2(1H)-ylpyrimidine-5-carboxylate), C1=C(C=CC2=CC=CC=C12)C=O (2-naphthaldehyde), C(C)(=O)O[BH-](OC(C)=O)OC(C)=O.[Na+] (sodium triacetoxyborohydride), C(=O)(O)[O-].[Na+] (NaHCO3). Solvent: ClCCCl (DCE), C(Cl)Cl (DCM). Reaction conditions: time 3 hour. Product: C1=C(C=CC2=CC=CC=C12)CN1CC2C(C1)CN(C2)C2=NC=C(C=N2)C(=O)OCC (Ethyl 2-(5-naphthalen-2-ylmethylhexahydropyrrolo[3,4-c]pyrrol-2(1H)-yl)pyrimidine-5-carboxylate). Yield: 93.1%. As a reaction SMILES: [CH2:1]1[CH:5]2[CH2:6][NH:7][CH2:8][CH:4]2[CH2:3][N:2]1[C:9]1[N:14]=[CH:13][C:12]([C:15]([O:17][CH2:18][CH3:19])=[O:16])=[CH:11][N:10]=1.[CH:20]1[C:29]2[C:24](=[CH:25][CH:26]=[CH:27][CH:28]=2)[CH:23]=[CH:22][C:21]=1[CH:30]=O.C(O[BH-](OC(=O)C)OC(=O)C)(=O)C.[Na+].C([O-])(O)=O.[Na+]>ClCCCl.C(Cl)Cl>[CH:20]1[C:29]2[C:24](=[CH:25][CH:26]=[CH:27][CH:28]=2)[CH:23]=[CH:22][C:21]=1[CH2:30][N:7]1[CH2:6][CH:5]2[CH2:1][N:2]([C:9]3[N:14]=[CH:13][C:12]([C:15]([O:17][CH2:18][CH3:19])=[O:16])=[CH:11][N:10]=3)[CH2:3][CH:4]2[CH2:8]1 |f:2.3,4.5|. Reported procedure: To a solution of ethyl 2-hexahydropyrrolo[3,4-c]pyrrol-2(1H)-ylpyrimidine-5-carboxylate (0.187 g, 0.71 mmol) in DCE (2 ml) was added 2-naphthaldehyde (0.205 g, 1.31 mmol) and sodium triacetoxyborohydride (0.274 g, 1.25 mmol). The mixture was stirred for 3 h, then poured into DCM (100 ml). Sat. NaHCO3 (100 ml) was added, and extracted with further DCM (100 ml). The combined organic extracts were dried (MgSO4), concentrated and purified by flash column chromatography to yield the title compound (0... Starting materials: C(C)(C)(C)OC(CC(CCCCC1=CC=CC=C1)SC1=CC(=C(C=C1)OC)OC)=O (t-butyl-3-(3,4-dimethoxyphenyl)sulfanyl-7-phenylheptanoate), FC(C(=O)O)(F)F (trifluoroacetic acid). The solvent is C(Cl)Cl (CH2Cl2). Reaction conditions: time 8 hour. Yields the product COC=1C=C(C=CC1OC)SC(CC(=O)O)CCCCC1=CC=CC=C1 ((±) 3-(3,4-dimethoxyphenyl)sulfanyl-7-phenylheptanoic acid). Yield: 105.9%. As a reaction SMILES: C([O:5][C:6](=[O:30])[CH2:7][CH:8]([S:19][C:20]1[CH:25]=[CH:24][C:23]([O:26][CH3:27])=[C:22]([O:28][CH3:29])[CH:21]=1)[CH2:9][CH2:10][CH2:11][CH2:12][C:13]1[CH:18]=[CH:17][CH:16]=[CH:15][CH:14]=1)(C)(C)C.FC(F)(F)C(O)=O>C(Cl)Cl>[CH3:29][O:28][C:22]1[CH:21]=[C:20]([S:19][CH:8]([CH2:9][CH2:10][CH2:11][CH2:12][C:13]2[CH:14]=[CH:15][CH:16]=[CH:17][CH:18]=2)[CH2:7][C:6]([OH:30])=[O:5])[CH:25]=[CH:24][C:23]=1[O:26][CH3:27]. Procedure: To a solution of t-butyl-3-(3,4-dimethoxyphenyl)sulfanyl-7-phenylheptanoate (14.9 g, 0.03 mol) in CH2Cl2 (150 mL) cooled to 0° C., is added trifluoroacetic acid (30 mL). The solution is allowed to warm to room temperature and stir overnight after which TLC analysis indicated complete reaction. The reaction mixture is concentrated in vacuo and the brown residue is chromatographed on silica gel (pet-ether/EtOAc, 1:1) to afford 11.9 g of (±) 3-(3,4-dimethoxyphenyl)sulfanyl-7-phenylheptanoic acid (9... The reactants are [N+](=O)([O-])C1=C2C=CC(=NC2=CC=C1)Cl (5-nitro-2-chloroquinoline), COC=1C=CC=C2CCCC(C12)N (rac-8-methoxy-1,2,3,4-tetrahydronaphthalen-1-amine), N1N=NC(=C1)C=O (1H-1,2,3-triazole-4-carbaldehyde). Yields the product COC=1C=CC=C2CCCC(C12)NC1=NC=2C=CC=C(C2C=C1)NCC=1N=NNC1 (Rac-N2-(8-Methoxy-1,2,3,4-tetrahydro-naphthalen-1-yl)-N5-(1H-[1,2,3]triazol-4-ylmethyl)-quinoline-2,5-diamine). Reaction SMILES: [N+:1]([C:4]1[CH:13]=[CH:12][CH:11]=[C:10]2[C:5]=1[CH:6]=[CH:7][C:8](Cl)=[N:9]2)([O-])=O.[CH3:15][O:16][C:17]1[CH:18]=[CH:19][CH:20]=[C:21]2[C:26]=1[CH:25]([NH2:27])[CH2:24][CH2:23][CH2:22]2.[NH:28]1[CH:32]=[C:31]([CH:33]=O)[N:30]=[N:29]1>>[CH3:15][O:16][C:17]1[CH:18]=[CH:19][CH:20]=[C:21]2[C:26]=1[CH:25]([NH:27][C:8]1[CH:7]=[CH:6][C:5]3[C:4]([NH:1][CH2:33][C:31]4[N:30]=[N:29][NH:28][CH:32]=4)=[CH:13][CH:12]=[CH:11][C:10]=3[N:9]=1)[CH2:24][CH2:23][CH2:22]2. Procedure: The title compound, MS: m/e=401.5 (M+H+), was prepared in accordance with the general method of example 43 from 5-nitro-2-chloroquinoline, rac-8-methoxy-1,2,3,4-tetrahydronaphthalen-1-amine (CAS 535935-61-6) and 1H-1,2,3-triazole-4-carbaldehyde. Reactants: N1CCC(CC1)[C@@H]1[C@@H](C1)CCO (2-((1S,2R)-2-(piperidin-4-yl)cyclopropyl)ethanol), ClC1=NC=C(C=N1)OCC (2-chloro-5-ethoxypyrimidine), C([O-])([O-])=O.[Cs+].[Cs+] (cesium carbonate). Run in CCOC(=O)C (EtOAc), O (water), CC(=O)N(C)C (DMA). Run at temperature 105 celsius. Product: C(C)OC=1C=NC(=NC1)N1CCC(CC1)[C@@H]1[C@@H](C1)CCO (2-{(1S,2R)-2-[1-(5-ethoxypyrimidin-2-yl)piperidin-4-yl]cyclopropyl}ethanol). RXN SMILES: [NH:1]1[CH2:6][CH2:5][CH:4]([C@H:7]2[CH2:9][C@H:8]2[CH2:10][CH2:11][OH:12])[CH2:3][CH2:2]1.Cl[C:14]1[N:19]=[CH:18][C:17]([O:20][CH2:21][CH3:22])=[CH:16][N:15]=1.C(=O)([O-])[O-].[Cs+].[Cs+]>CC(N(C)C)=O.CCOC(C)=O.O>[CH2:21]([O:20][C:17]1[CH:16]=[N:15][C:14]([N:1]2[CH2:6][CH2:5][CH:4]([C@H:7]3[CH2:9][C@H:8]3[CH2:10][CH2:11][OH:12])[CH2:3][CH2:2]2)=[N:19][CH:18]=1)[CH3:22] |f:2.3.4|. Reported procedure: 2-((1S,2R)-2-(piperidin-4-yl)cyclopropyl)ethanol (4.0 g, 23.6 mmol) and 2-chloro-5-ethoxypyrimidine (4.12 g, 26.0 mmol) were dissolved in 40 mL of DMA, to which was added cesium carbonate (10.0 g, 30.7 mmol). The reaction was heated at 105° C. overnight. The reaction mixture was cooled to rt and diluted with 40 mL of EtOAc and 40 mL of water. The layers were separated and the aqueous phase extracted with EtOAc (30 mL×2). The combined organic layers were dried over MgSO4, filtered, and concentrat...